This data is from the Open Reaction Database (ORD), a public repository of structured organic reaction records. The task is: describe an organic reaction: reactants, conditions, products, and yield Reactants: [Si](C)(C)(C(C)(C)C)OCCC1=CC=C(C=C1)N(C(=O)NC=1SC(=C(N1)C1=CC=C(C=C1)NS(=O)(=O)C)Cl)CCC(C1=CC=CC=C1)C1=CC=CC=C1 (1-(4-(2-(tert-butyldimethylsilyloxy)ethyl)phenyl)-3-(5-chloro-4-(4-(methylsulfonamido)phenyl)thiazol-2-yl)-1-(3,3-diphenylpropyl)urea), CCCC[N+](CCCC)(CCCC)CCCC.[F-] (TBAF). Solvent: C1CCOC1 (THF). Conditions: time 3 hour. Yields the product ClC1=C(N=C(S1)NC(N(C1=CC=C(C=C1)CCO)CCC(C1=CC=CC=C1)C1=CC=CC=C1)=O)C1=CC=C(C=C1)NS(=O)(=O)C (N-(4-(5-chloro-2-(((3,3-diphenylpropyl)(4-(2-hydroxyethyl)phenyl)carbamoyl)amino)-1,3-thiazol-4-yl)phenyl)methanesulfonamide). RXN SMILES: [Si]([O:8][CH2:9][CH2:10][C:11]1[CH:16]=[CH:15][C:14]([N:17]([CH2:38][CH2:39][CH:40]([C:47]2[CH:52]=[CH:51][CH:50]=[CH:49][CH:48]=2)[C:41]2[CH:46]=[CH:45][CH:44]=[CH:43][CH:42]=2)[C:18]([NH:20][C:21]2[S:22][C:23]([Cl:37])=[C:24]([C:26]3[CH:31]=[CH:30][C:29]([NH:32][S:33]([CH3:36])(=[O:35])=[O:34])=[CH:28][CH:27]=3)[N:25]=2)=[O:19])=[CH:13][CH:12]=1)(C(C)(C)C)(C)C.CCCC[N+](CCCC)(CCCC)CCCC.[F-]>C1COCC1>[Cl:37][C:23]1[S:22][C:21]([NH:20][C:18](=[O:19])[N:17]([CH2:38][CH2:39][CH:40]([C:47]2[CH:52]=[CH:51][CH:50]=[CH:49][CH:48]=2)[C:41]2[CH:46]=[CH:45][CH:44]=[CH:43][CH:42]=2)[C:14]2[CH:13]=[CH:12][C:11]([CH2:10][CH2:9][OH:8])=[CH:16][CH:15]=2)=[N:25][C:24]=1[C:26]1[CH:31]=[CH:30][C:29]([NH:32][S:33]([CH3:36])(=[O:34])=[O:35])=[CH:28][CH:27]=1 |f:1.2|. Reported procedure: To a solution of 1-(4-(2-(tert-butyldimethylsilyloxy)ethyl)phenyl)-3-(5-chloro-4-(4-(methylsulfonamido)phenyl)thiazol-2-yl)-1-(3,3-diphenylpropyl)urea (0.289 g, 0.373 mmol) in THF (2 mL) at room temperature was added TBAF (1 M in THF, 1.5 mL, 1.5 mmol). The reaction mixture was stirred at room temperature for 3 h and concentrated. Purification by flash column chromatography on silica gel (eluted with 3% to 10% MeOH in DCM) gave N-(4-(5-chloro-2-(((3,3-diphenylpropyl)(4-(2-hydroxyethyl)phenyl)car...